This data is from the Open Reaction Database (ORD), a public repository of structured organic reaction records. The task is: describe an organic reaction: reactants, conditions, products, and yield Starting materials: COC(Cl)Cl, [Cl-], [Cl-], [Cl-], [Cl-], ClCCl, c1ccc2c(c1)CCO2, O, [Ti+4]. The product is O=Cc1ccc2c(c1)CCO2. Reaction SMILES: [CH3:13][O:14][CH:15]([Cl:16])[Cl:17].[Cl-:18].[Cl-:20].[Cl-:21].[Cl-:22].[Cl:1][CH2:2][Cl:3].[O:4]1[CH2:5][CH2:6][c:7]2[c:8]1[cH:9][cH:10][cH:11][cH:12]2.[OH2:23].[Ti+4:19]>>[O:4]1[CH2:5][CH2:6][c:7]2[c:8]1[cH:9][cH:10][c:11]([CH:13]=[O:14])[cH:12]2. Starting materials: BrC=1C=C(C=CC1)C(C#N)(C)C (2-(3-bromo-phenyl)-2-methyl-propionitrile), BrC=1C=C(C=CC1)C(C#N)(C)C (2-(3-bromo-phenyl)-2-methyl-propionitrile), B(OC(C)C)(OC(C)C)OC(C)C (triisopropyl borate), C(C)(C)(C)[Li] (tert-Butyl lithium). Run in C1(=CC=CC=C1)C (toluene), C1CCOC1 (THF). Run at temperature -78 celsius, time 1 hour. Yields the product C(#N)C(C=1C=C(C=CC1)B(O)O)(C)C (3-(cyano-dimethyl-methyl)-phenyl boronic acid). Isolated yield 120.2%. RXN SMILES: Br[C:2]1[CH:3]=[C:4]([C:8]([CH3:12])([CH3:11])[C:9]#[N:10])[CH:5]=[CH:6][CH:7]=1.[B:13](OC(C)C)([O:18]C(C)C)[O:14]C(C)C.C([Li])(C)(C)C>C1(C)C=CC=CC=1.C1COCC1>[C:9]([C:8]([CH3:12])([CH3:11])[C:4]1[CH:3]=[C:2]([B:13]([OH:18])[OH:14])[CH:7]=[CH:6][CH:5]=1)#[N:10]. Procedure details: A solution of 2-(3-bromo-phenyl)-2-methyl-propionitrile [0.5 g, 2.2 mmol, Intermediate (65)] in toluene (8 mL) and THF (2 mL) is added triisopropyl borate (0.61 mL, 2.68 mmol) at −78° C. tert-Butyl lithium (1.7 M in pentane, 1.55 mL, 2.68 mmol) is added dropwise during 15 min. Reaction mixture is stirred at −78° C. for additional 1 hour, warmed up to −20° C. and quenched with 2N hydrochloric acid (10 mL). The reaction mixture is extracted with ether, combined ether layers are washed with brine, ... The reactants are COC1=C(C=CC=C1)B(O)O (2-methoxyphenyl boronic acid), COC(CCC1=C(C=C(C=C1)OC1=CC(=CC=C1)OC1=C(C=C(C=C1)C(F)(F)F)Br)C)=O (3-{4-[3-(2-bromo-4-trifluoromethyl-phenoxy)-phenoxy]-2-methyl-phenyl}-propionic acid methyl ester). Reported procedure: The title compound is prepared according to Example 89 by using 2-methoxyphenyl boronic acid and 3-{4-[3-(2-bromo-4-trifluoromethyl-phenoxy)-phenoxy]-2-methyl-phenyl}-propionic acid methyl ester to afford about 102 mg (64%). 1H NMR (400 MHz, CDCl3); MS (ES+) m/z mass calcd for C30H25O5F3 522, found 523 (M+1, 100%). Reaction SMILES: [CH3:1][O:2][C:3]1[CH:8]=[CH:7][CH:6]=[CH:5][C:4]=1B(O)O.C[O:13][C:14](=[O:43])[CH2:15][CH2:16][C:17]1[CH:22]=[CH:21][C:20]([O:23][C:24]2[CH:29]=[CH:28][CH:27]=[C:26]([O:30][C:31]3[CH:36]=[CH:35][C:34]([C:37]([F:40])([F:39])[F:38])=[CH:33][C:32]=3Br)[CH:25]=2)=[CH:19][C:18]=1[CH3:42]>>[CH3:1][O:2][C:3]1[CH:8]=[CH:7][CH:6]=[CH:5][C:4]=1[C:32]1[CH:33]=[C:34]([C:37]([F:40])([F:39])[F:38])[CH:35]=[CH:36][C:31]=1[O:30][C:26]1[CH:25]=[C:24]([CH:29]=[CH:28][CH:27]=1)[O:23][C:20]1[CH:21]=[CH:22][C:17]([CH2:16][CH2:15][C:14]([OH:43])=[O:13])=[C:18]([CH3:42])[CH:19]=1. Product: COC1=C(C=CC=C1)C1=C(C=CC(=C1)C(F)(F)F)OC=1C=C(OC2=CC(=C(C=C2)CCC(=O)O)C)C=CC1 (3-{4-[3-(2′-Methoxy-5-trifluoromethyl-biphenyl-2-yloxy)-phenoxy]-2-methyl-phenyl}-propionic acid). Starting materials: CC(=O)OCC1CCN(C(=O)OC(C)(C)C)CC1O, CCN(C(C)C)C(C)C, COCCl, ClCCl. Product: COCOC1CN(C(=O)OC(C)(C)C)CCC1COC(C)=O. As a reaction SMILES: [C:1]([CH3:2])([CH3:3])([CH3:4])[O:5][C:6](=[O:7])[N:8]1[CH2:9][CH:10]([OH:19])[CH:11]([CH2:14][O:15][C:16]([CH3:17])=[O:18])[CH2:12][CH2:13]1.[CH:20]([N:21]([CH2:22][CH3:23])[CH:24]([CH3:25])[CH3:26])([CH3:27])[CH3:28].[Cl:29][CH2:30][O:31][CH3:32].[Cl:33][CH2:34][Cl:35]>>[C:1]([CH3:2])([CH3:3])([CH3:4])[O:5][C:6](=[O:7])[N:8]1[CH2:9][CH:10]([O:19][CH2:30][O:31][CH3:32])[CH:11]([CH2:14][O:15][C:16]([CH3:17])=[O:18])[CH2:12][CH2:13]1. Reactants: C=O (formaldehyde), CO (methanol), C(CC)P(CCC)=O (di-n-propyl phosphine oxide). Run in C(C)N(CC)CC (triethylamine). Conditions: temperature 70 celsius, time 8 hour. Yields the product C(CC)P(CO)(CCC)=O (Di-n-Propyl(Hydroxymethyl)phosphine oxide). RXN SMILES: [CH2:1]=[O:2].CO.[CH2:5]([PH:8](=[O:12])[CH2:9][CH2:10][CH3:11])[CH2:6][CH3:7]>C(N(CC)CC)C>[CH2:5]([P:8](=[O:12])([CH2:9][CH2:10][CH3:11])[CH2:1][OH:2])[CH2:6][CH3:7]. Reported procedure: A 37% of formaldehyde solution, 16.2 g, was added in small portions over a five minute period to solution of 40 ml of methanol, 21.78 g of di-n-propyl phosphine oxide, (Example 16), and 1.5 ml of triethylamine. The reaction exothermed to 30° C. and was allowed to stir for ten minutes before it was warmed to 70° C. for three hours. The reaction was then allowed to cool to room temperature and stand overnight. The reaction was concentrated, the concentrate dissolved in 70 ml of THF, filtered and r... Reactants: Cl.NO (hydroxylamine hydrochloride), C([O-])(O)=O.[Na+] (sodium bicarbonate), CC(C(=O)O)(C)NS(=O)(=O)C=1C=CC2=C(OC3=C2CCCC3)C1 (2-Methyl-2-(6,7,8,9-tetrahydro-dibenzofuran-3-sulfonylamino)-propionic acid), C(C(=O)Cl)(=O)Cl (oxalyl chloride). The reagents and catalysts are CN(C=O)C (N,N-dimethylformamide). The solvent is O1CCCC1 (tetrahydrofuran), ClCCCl (1,2-dichloroethane). Product: ONC(C(C)(NS(=O)(=O)C=1C=CC2=C(OC3=C2CCCC3)C1)C)=O (N-hydroxy-2-methyl-2-(6,7,8,9-tetrahydro-dibenzofuran-3-sulfonylamino)-propionamide), Formula IX. As a reaction SMILES: [CH3:1][C:2]([NH:7][S:8]([C:11]1[CH:12]=[CH:13][C:14]2[C:18]3[CH2:19][CH2:20][CH2:21][CH2:22][C:17]=3[O:16][C:15]=2[CH:23]=1)(=[O:10])=[O:9])([CH3:6])[C:3](O)=[O:4].C(Cl)(=O)C(Cl)=O.Cl.[NH2:31][OH:32].C(=O)(O)[O-].[Na+]>ClCCCl.CN(C)C=O.O1CCCC1>[OH:32][NH:31][C:3](=[O:4])[C:2]([CH3:6])([NH:7][S:8]([C:11]1[CH:12]=[CH:13][C:14]2[C:18]3[CH2:19][CH2:20][CH2:21][CH2:22][C:17]=3[O:16][C:15]=2[CH:23]=1)(=[O:10])=[O:9])[CH3:1] |f:2.3,4.5|. Procedure: 2-Methyl-2-(6,7,8,9-tetrahydro-dibenzofuran-3-sulfonylamino)-propionic acid (387 mg, 1.15 mmol) was suspended in 1,2-dichloroethane (22 mL), then oxalyl chloride (438 mg, 3.45 mmol) was added dropwise. N,N-dimethylformamide (2 drops) was added and a gas evolved from the solution. The reaction was stirred until the solids were dissolved. The reaction mixture was concentrated by evaporation, washed with hexane, concentrated again, and dissolved in tetrahydrofuran (20 mL), then added to an aqueous ... The reactants are C(C1=CC=CC=C1)N1C[C@@H]([C@H](C1)C)C(=O)NC1CC1 ((3R,4R)-1-Benzyl-N-cyclopropyl-4-methyl-3-pyrrolidinecarboxamide), C(=O)([O-])[O-].[Na+].[Na+] (Na2CO3). The solvent is C1(=CC=CC=C1)C (toluene). Run at time 15 minute. Product: C(C1=CC=CC=C1)N1C[C@@H]([C@H](C1)C)CNC1CC1 ((3S,4R)-1-benzyl-3-cyclopropylaminomethyl-4-methylpyrrolidine). The yield is 93.8%. Reaction SMILES: [CH2:1]([N:8]1[CH2:12][C@H:11]([CH3:13])[C@@H:10]([C:14]([NH:16][CH:17]2[CH2:19][CH2:18]2)=O)[CH2:9]1)[C:2]1[CH:7]=[CH:6][CH:5]=[CH:4][CH:3]=1.C([O-])([O-])=O.[Na+].[Na+]>C1(C)C=CC=CC=1>[CH2:1]([N:8]1[CH2:12][C@H:11]([CH3:13])[C@@H:10]([CH2:14][NH:16][CH:17]2[CH2:19][CH2:18]2)[CH2:9]1)[C:2]1[CH:3]=[CH:4][CH:5]=[CH:6][CH:7]=1 |f:1.2.3|. Procedure details: (3R,4R)-1-Benzyl-N-cyclopropyl-4-methyl-3-pyrrolidinecarboxamide (70.0 g) was dissolved in toluene (700 mL). While this solution was chilled in an ice water bath, a borane/dimethyl sulfate complex (90%, 34.3 mL) was added dropwise. The mixture was then stirred for 15 min, was refluxed and was allowed to cool to room temperature. A 10% aqueous Na2CO3 solution (400 mL) was added, and the mixture was stirred at 100° C. for 2 hours and was then allowed to cool to room temperature. The toluene layer ...